Dataset: the Open Reaction Database (ORD), a public repository of structured organic reaction records. Task: describe an organic reaction: reactants, conditions, products, and yield Starting materials: [Cl-].[NH4+] (ammonium chloride), C(C)(=O)OCC1=C(C=CC=C1B1OC(C(O1)(C)C)(C)C)N1C(C2=C(C=C(C=C2C=N1)C(C)(C)C)F)=O (2-(6-tert-butyl-8-fluoro-1-oxophthalazin-2(1H)-yl)-6-(4,4,5,5-tetramethyl-1,3,2-dioxaborolan-2-yl)benzyl acetate), N1(CCC1)CC1=CC(=NN1C)NC=1C(N(N=C(C1)Cl)C)=O (4-(5-(azetidin-1-ylmethyl)-1-methyl-1H-pyrazol-3-ylamino)-6-chloro-2-methylpyridazin-3(2H)-one), P(=O)([O-])([O-])[O-].[K+].[K+].[K+] (potassium phosphate), C1(CCCCC1)P(C1=C(C=CC=C1)C1=C(C=C(C=C1C(C)C)C(C)C)C(C)C)C1CCCCC1 (dicyclohexyl(2′,4′,6′-triisopropylbiphenyl-2-yl)phosphine), bis[dibenzylideneacetone]dipalladium. Run in C(CCC)O (butanol), O (water). Run at temperature 100 celsius, time 8 hour. Product: N1(CCC1)CC1=CC(=NN1C)NC1=CC(=NN(C1=O)C)C1=C(COC(C)=O)C(=CC=C1)N1C(C2=C(C=C(C=C2C=N1)C(C)(C)C)F)=O (acetic acid 2-[5-(5-azetidin-1-ylmethyl-1-methyl-1H-pyrazol-3-ylamino)-1-methyl-6-oxo-1,6-dihydro-pyridazin-3-yl]-6-(6-tert-butyl-8-fluoro-1-oxo-1H-phthalazin-2-yl)-benzyl ester). Yield: 29.6%. RXN SMILES: [C:1]([O:4][CH2:5][C:6]1[C:11](B2OC(C)(C)C(C)(C)O2)=[CH:10][CH:9]=[CH:8][C:7]=1[N:21]1[N:30]=[CH:29][C:28]2[C:23](=[C:24]([F:35])[CH:25]=[C:26]([C:31]([CH3:34])([CH3:33])[CH3:32])[CH:27]=2)[C:22]1=[O:36])(=[O:3])[CH3:2].[N:37]1([CH2:41][C:42]2[N:46]([CH3:47])[N:45]=[C:44]([NH:48][C:49]3[C:50](=[O:57])[N:51]([CH3:56])[N:52]=[C:53](Cl)[CH:54]=3)[CH:43]=2)[CH2:40][CH2:39][CH2:38]1.P([O-])([O-])([O-])=O.[K+].[K+].[K+].C1(P(C2CCCCC2)C2C=CC=CC=2C2C(C(C)C)=CC(C(C)C)=CC=2C(C)C)CCCCC1.[Cl-].[NH4+]>C(O)CCC.O>[N:37]1([CH2:41][C:42]2[N:46]([CH3:47])[N:45]=[C:44]([NH:48][C:49]3[C:50](=[O:57])[N:51]([CH3:56])[N:52]=[C:53]([C:11]4[CH:10]=[CH:9][CH:8]=[C:7]([N:21]5[N:30]=[CH:29][C:28]6[C:23](=[C:24]([F:35])[CH:25]=[C:26]([C:31]([CH3:33])([CH3:34])[CH3:32])[CH:27]=6)[C:22]5=[O:36])[C:6]=4[CH2:5][O:4][C:1](=[O:3])[CH3:2])[CH:54]=3)[CH:43]=2)[CH2:40][CH2:39][CH2:38]1 |f:2.3.4.5,7.8|. Reported procedure: A solution of 2-(6-tert-butyl-8-fluoro-1-oxophthalazin-2(1H)-yl)-6-(4,4,5,5-tetramethyl-1,3,2-dioxaborolan-2-yl)benzyl acetate (498 mg, 1.01 mmol), 4-(5-(azetidin-1-ylmethyl)-1-methyl-1H-pyrazol-3-ylamino)-6-chloro-2-methylpyridazin-3(2H)-one (183 mg, 0.59 mmol), potassium phosphate (315 mg, 1.48 mmol) and dicyclohexyl(2′,4′,6′-triisopropylbiphenyl-2-yl)phosphine (28.3 mg, 0.06 mmol) in butanol (4 ml) and water (1 mL) was flushed with argon before (bis[dibenzylideneacetone]dipalladium) (17.0 mg,...